This data is from the Open Reaction Database (ORD), a public repository of structured organic reaction records. The task is: describe an organic reaction: reactants, conditions, products, and yield The reactants are C(C1=CC=CC=C1)N1C[C@@H]([C@H](C1)C1=CC=C(C=C1)F)[C@@H](C)O ((R)-1-[(3R,4S)-1-benzyl-4-(4-fluoro-phenyl)-pyrrolidin-3-yl]-ethanol), C1=CC=C(C=C1)P(C2=CC=CC=C2)C3=CC=CC=C3 (PPh3), C1=CC=C(C=C1)COC(=O)/N=N/C(=O)OCC2=CC=CC=C2 (DBAD), ClC=1C=CC(=NC1)O (5-chloro-pyridin-2-ol). The solvent is C1CCOC1 (THF). Product: C(C1=CC=CC=C1)N1C[C@@H]([C@H](C1)C1=CC=C(C=C1)F)[C@H](C)OC1=NC=C(C=C1)Cl (2-{(S)-1-[(3R,4S)-1-Benzyl-4-(4-fluoro-phenyl)-pyrrolidin-3-yl]-ethoxy}-5-chloro-pyridine). Yield: 73.0%. As a reaction SMILES: C1C=CC(P(C2C=CC=CC=2)C2C=CC=CC=2)=CC=1.[Cl:20][C:21]1[CH:22]=[CH:23][C:24]([OH:27])=[N:25][CH:26]=1.C1C=CC(COC(/N=N/C(OCC2C=CC=CC=2)=O)=O)=CC=1.[CH2:50]([N:57]1[CH2:61][C@H:60]([C:62]2[CH:67]=[CH:66][C:65]([F:68])=[CH:64][CH:63]=2)[C@@H:59]([C@H:69](O)[CH3:70])[CH2:58]1)[C:51]1[CH:56]=[CH:55][CH:54]=[CH:53][CH:52]=1>C1COCC1>[CH2:50]([N:57]1[CH2:61][C@H:60]([C:62]2[CH:63]=[CH:64][C:65]([F:68])=[CH:66][CH:67]=2)[C@@H:59]([C@@H:69]([O:27][C:24]2[CH:23]=[CH:22][C:21]([Cl:20])=[CH:26][N:25]=2)[CH3:70])[CH2:58]1)[C:51]1[CH:52]=[CH:53][CH:54]=[CH:55][CH:56]=1. Procedure details: To a suspension of PPh3 (PPh3 polymer bound, 3 mmol PPh3/g resin) (0.36 g, 1.1 mmol) in THF (40 mL) at 0° C. were added 5-chloro-pyridin-2-ol (97 mg, 0.75 mmol) and then DBAD (0.18 g, 0.80 mmol). After 5 minutes was added (R)-1-[(3R,4S)-1-benzyl-4-(4-fluoro-phenyl)-pyrrolidin-3-yl]-ethanol (0.15 g, 0.50 mmol). The reaction mixture was stirred over night at RT, filtered on celite and concentrated under vacuo. Extraction with EtOAc/aq.NaOH 1M, followed by column chromatography (SiO2, EtOAc/H, 1:3)... The reactants are FC=1C=C(C(=O)NC2=CC=C(C3=CC=CC=C23)OC2=NC(=NC=C2)S(=O)(=O)C)C=C(C1)N1CCCCC1 (3-fluoro-N-[4-(2-methanesulfonyl-pyrimidin-4-yloxy)-naphthalen-1-yl]-5-piperidin-1-yl-benzamide), O1C(OCC1)CNC ([1,3]dioxolan-2-ylmethylmethylamine). The product is O1C(OCC1)CN(C1=NC=CC(=N1)OC1=CC=C(C2=CC=CC=C12)NC(C1=CC(=CC(=C1)N1CCCCC1)F)=O)C (N-[4-({2-[(1,3-Dioxolan-2-ylmethyl)(methyl)amino]pyrimidin-4-yl}oxy)-1-naphthyl]-3-fluoro-5-piperidin-1-ylbenzamide). Reaction SMILES: [F:1][C:2]1[CH:3]=[C:4]([CH:29]=[C:30]([N:32]2[CH2:37][CH2:36][CH2:35][CH2:34][CH2:33]2)[CH:31]=1)[C:5]([NH:7][C:8]1[C:17]2[C:12](=[CH:13][CH:14]=[CH:15][CH:16]=2)[C:11]([O:18][C:19]2[CH:24]=[CH:23][N:22]=[C:21](S(C)(=O)=O)[N:20]=2)=[CH:10][CH:9]=1)=[O:6].[O:38]1[CH2:42][CH2:41][O:40][CH:39]1[CH2:43][NH:44][CH3:45]>>[O:38]1[CH2:42][CH2:41][O:40][CH:39]1[CH2:43][N:44]([CH3:45])[C:21]1[N:20]=[C:19]([O:18][C:11]2[C:12]3[C:17](=[CH:16][CH:15]=[CH:14][CH:13]=3)[C:8]([NH:7][C:5](=[O:6])[C:4]3[CH:29]=[C:30]([N:32]4[CH2:37][CH2:36][CH2:35][CH2:34][CH2:33]4)[CH:31]=[C:2]([F:1])[CH:3]=3)=[CH:9][CH:10]=2)[CH:24]=[CH:23][N:22]=1. Procedure: Compound is prepared from 3-fluoro-N-[4-(2-methanesulfonyl-pyrimidin-4-yloxy)-naphthalen-1-yl]-5-piperidin-1-yl-benzamide and [1,3]dioxolan-2-ylmethylmethylamine according to conditions described in general procedure C. Mp: 125-127° C.; 1H NMR (400 MHz, DMSO-d6) δ 1.57-1.61 (m, 6 H), 2.76 (bs, 1 H), 3.04 (bs, 1 H), 3.22-3.32 (m, 7 H), 3.55-3.86 (m, 4 H), 4.74-4.90 (m, 1 H), 6.26 (d, J=5.1 Hz, 1 H), 6.94-6.97 (m, 1 H), 7.15 (d, J=8.8 Hz, 1 H), 7.41 (d, J=8.0 Hz, 1 H), 7.46 (s, 1 H), 7.55-7.60 (m,...